From a dataset of the Open Reaction Database (ORD), a public repository of structured organic reaction records. describe an organic reaction: reactants, conditions, products, and yield The reactants are CCOC(C)OCC#CC(=O)c1ccc(Cl)cc1, Cl, C1CCOC1. The product is O=C(C#CCO)c1ccc(Cl)cc1. RXN SMILES: [CH2:1]([O:2][CH:3]([CH3:4])[O:6][CH2:7][C:8]#[C:9][C:10](=[O:11])[c:12]1[cH:13][cH:14][c:15]([Cl:18])[cH:16][cH:17]1)[CH3:5].[ClH:19].[O:20]1[CH2:21][CH2:22][CH2:23][CH2:24]1>>[OH:6][CH2:7][C:8]#[C:9][C:10](=[O:11])[c:12]1[cH:13][cH:14][c:15]([Cl:18])[cH:16][cH:17]1.